From a dataset of the Open Reaction Database (ORD), a public repository of structured organic reaction records. describe an organic reaction: reactants, conditions, products, and yield The reactants are COCC1(C)CCNCC1, CCN(C(C)C)C(C)C, CC(Cl)Cl, O=C(O)C(F)(F)F, C1CCOC1, COc1cnc(N2CCOCC2)c2sc(NC(=O)Oc3ccccc3)nc12. Product: COCC1(C)CCN(C(=O)Nc2nc3c(OC)cnc(N4CCOCC4)c3s2)CC1. RXN SMILES: [CH3:35][O:36][CH2:37][C:38]1([CH3:44])[CH2:39][CH2:40][NH:41][CH2:42][CH2:43]1.[CH:45]([N:46]([CH2:47][CH3:48])[CH:49]([CH3:50])[CH3:51])([CH3:52])[CH3:53].[Cl:54][CH:55]([Cl:56])[CH3:57].[F:28][C:29]([F:30])([F:31])[C:32]([OH:33])=[O:34].[O:58]1[CH2:59][CH2:60][CH2:61][CH2:62]1.[c:1]1([O:2][C:8]([NH:9][c:10]2[s:11][c:12]3[c:13]([N:21]4[CH2:22][CH2:23][O:24][CH2:25][CH2:26]4)[n:14][cH:15][c:16]([O:19][CH3:20])[c:17]3[n:18]2)=[O:27])[cH:3][cH:4][cH:5][cH:6][cH:7]1>>[C:8]([NH:9][c:10]1[s:11][c:12]2[c:13]([N:21]3[CH2:22][CH2:23][O:24][CH2:25][CH2:26]3)[n:14][cH:15][c:16]([O:19][CH3:20])[c:17]2[n:18]1)(=[O:27])[N:41]1[CH2:40][CH2:39][C:38]([CH2:37][O:36][CH3:35])([CH3:44])[CH2:43][CH2:42]1. The reactants are C(C)(C)(C)OC(=O)N1CCC(CC1)N(CCC(C)C)C1=CC=C(C=C1)OCC1CCCCC1 (4-[(4-Cyclohexylmethoxy-phenyl)-(3-methyl-butyl)-amino]-piperidine-1-carboxylic acid tert-butyl ester), C(=O)(C(F)(F)F)O (TFA). Run in C(Cl)Cl (CH2Cl2). Run at time 30 minute. Product: 0.78, C1(CCCCC1)COC1=CC=C(C=C1)N(C1CCNCC1)CCC(C)C ((4-Cyclohexylmethoxy-phenyl)-(3-methyl-butyl)-piperidin-4-yl-amine). Isolated yield 92.0%. RXN SMILES: C(OC([N:8]1[CH2:13][CH2:12][CH:11]([N:14]([C:20]2[CH:25]=[CH:24][C:23]([O:26][CH2:27][CH:28]3[CH2:33][CH2:32][CH2:31][CH2:30][CH2:29]3)=[CH:22][CH:21]=2)[CH2:15][CH2:16][CH:17]([CH3:19])[CH3:18])[CH2:10][CH2:9]1)=O)(C)(C)C.C(O)(C(F)(F)F)=O>C(Cl)Cl>[CH:28]1([CH2:27][O:26][C:23]2[CH:24]=[CH:25][C:20]([N:14]([CH2:15][CH2:16][CH:17]([CH3:19])[CH3:18])[CH:11]3[CH2:10][CH2:9][NH:8][CH2:13][CH2:12]3)=[CH:21][CH:22]=2)[CH2:29][CH2:30][CH2:31][CH2:32][CH2:33]1. Reported procedure: 4-[(4-Cyclohexylmethoxy-phenyl)-(3-methyl-butyl)-amino]-piperidine-1-carboxylic acid tert-butyl ester (40e, 1.08 g, 2.36 mmol) was dissolved in CH2Cl2 (8 mL), treated with TFA (8 mL), and stirred for 30 minutes. The reaction was concentrated in vacuo, diluted with EtOAc (200 mL), washed three times with saturated bicarbonate solution and once with brine, dried over Na2SO4, and concentrated to give 0.78 (92%) of the desired product which was used without further purification. Reported procedure: Concentrated hydrochloric acid (0.060 ml; 0.72 mmol) was added to a solution of 1,3-bis[1-[4-(3,4,5-trimethoxyphenyl)benzoyl]-4-piperidinyl]-2-(dimethylamino)propane (189 mg; 0.24 mmol) in ethanol (5 ml) and the reaction mixture was concentrated under reduced pressure. A process of adding ethanol (10 ml) to the residue and concentrating the mixture under reduced pressure was performed twice to obtain the title compound as a pale yellow amorphous powder. As a reaction SMILES: [ClH:1].[CH3:2][O:3][C:4]1[CH:5]=[C:6]([C:14]2[CH:59]=[CH:58][C:17]([C:18]([N:20]3[CH2:25][CH2:24][CH:23]([CH2:26][CH:27]([N:55]([CH3:57])[CH3:56])[CH2:28][CH:29]4[CH2:34][CH2:33][N:32]([C:35](=[O:54])[C:36]5[CH:41]=[CH:40][C:39]([C:42]6[CH:47]=[C:46]([O:48][CH3:49])[C:45]([O:50][CH3:51])=[C:44]([O:52][CH3:53])[CH:43]=6)=[CH:38][CH:37]=5)[CH2:31][CH2:30]4)[CH2:22][CH2:21]3)=[O:19])=[CH:16][CH:15]=2)[CH:7]=[C:8]([O:12][CH3:13])[C:9]=1[O:10][CH3:11]>C(O)C>[ClH:1].[CH3:53][O:52][C:44]1[CH:43]=[C:42]([C:39]2[CH:38]=[CH:37][C:36]([C:35]([N:32]3[CH2:31][CH2:30][CH:29]([CH2:28][CH:27]([N:55]([CH3:56])[CH3:57])[CH2:26][CH:23]4[CH2:22][CH2:21][N:20]([C:18](=[O:19])[C:17]5[CH:16]=[CH:15][C:14]([C:6]6[CH:5]=[C:4]([O:3][CH3:2])[C:9]([O:10][CH3:11])=[C:8]([O:12][CH3:13])[CH:7]=6)=[CH:59][CH:58]=5)[CH2:25][CH2:24]4)[CH2:34][CH2:33]3)=[O:54])=[CH:41][CH:40]=2)[CH:47]=[C:46]([O:48][CH3:49])[C:45]=1[O:50][CH3:51] |f:3.4|. Run in C(C)O (ethanol). Product: Cl.COC=1C=C(C=C(C1OC)OC)C1=CC=C(C(=O)N2CCC(CC2)CC(CC2CCN(CC2)C(C2=CC=C(C=C2)C2=CC(=C(C(=C2)OC)OC)OC)=O)N(C)C)C=C1 (1,3-bis[1-[4-(3,4,5-Trimethoxyphenyl)benzoyl]-4-piperidinyl]-2-(dimethylamino)propane Hydrochloride). Reactants: Cl (hydrochloric acid), COC=1C=C(C=C(C1OC)OC)C1=CC=C(C(=O)N2CCC(CC2)CC(CC2CCN(CC2)C(C2=CC=C(C=C2)C2=CC(=C(C(=C2)OC)OC)OC)=O)N(C)C)C=C1 (1,3-bis[1-[4-(3,4,5-trimethoxyphenyl)benzoyl]-4-piperidinyl]-2-(dimethylamino)propane).